From a dataset of the Open Reaction Database (ORD), a public repository of structured organic reaction records. describe an organic reaction: reactants, conditions, products, and yield The reactants are C1CCNCC1, COc1ccc(-c2ccccc2)c2sc(NC(=O)OCc3ccccc3)cc12. Yields the product COc1ccc(-c2ccccc2)c2sc(NC(=O)N3CCCCC3)cc12. As a reaction SMILES: [CH2:1]1[CH2:2][CH2:3][NH:4][CH2:5][CH2:6]1.[CH2:7]([c:9]1[cH:10][cH:11][cH:12][cH:13][cH:34]1)[O:14][C:15](=[O:8])[NH:16][c:17]1[cH:18][c:19]2[c:20]([s:21]1)[c:22](-[c:28]1[cH:29][cH:30][cH:31][cH:32][cH:33]1)[cH:23][cH:24][c:25]2[O:26][CH3:27]>>[CH2:1]1[CH2:2][CH2:3][N:4]([C:15](=[O:14])[NH:16][c:17]2[cH:18][c:19]3[c:20]([s:21]2)[c:22](-[c:28]2[cH:29][cH:30][cH:31][cH:32][cH:33]2)[cH:23][cH:24][c:25]3[O:26][CH3:27])[CH2:5][CH2:6]1. The reactants are CN1C=CC2=CC=CC(=C12)CC(=O)N (2-(1-methyl-1H-indol-7-yl)-acetamide), COC(C(=O)C1=CNC2=C(C=CC=C12)OC)=O ((7-methoxy-1H-indol-3-yl)-oxo-acetic acid methyl ester), solution, CC(C)([O-])C.[K+] (potassium-tert-butoxide), C1CCOC1 (THF). Run in CN(C)C=O (DMF). Product: COC=1C=CC=C2C(=CNC12)C=1C(NC(C1C=1C=CC=C2C=CN(C12)C)=O)=O (3-(7-Methoxy-1H-indol-3-yl)-4-(1-methyl-1H-indol-7-yl)-pyrrole-2,5-dione). Yield: 17.0%. Reaction SMILES: [CH3:1][N:2]1[C:10]2[C:5](=[CH:6][CH:7]=[CH:8][C:9]=2[CH2:11][C:12]([NH2:14])=[O:13])[CH:4]=[CH:3]1.C[O:16][C:17](=O)[C:18]([C:20]1[C:28]2[C:23](=[C:24]([O:29][CH3:30])[CH:25]=[CH:26][CH:27]=2)[NH:22][CH:21]=1)=O.CC(C)([O-])C.[K+].C1COCC1>CN(C=O)C>[CH3:30][O:29][C:24]1[CH:25]=[CH:26][CH:27]=[C:28]2[C:23]=1[NH:22][CH:21]=[C:20]2[C:18]1[C:17](=[O:16])[NH:14][C:12](=[O:13])[C:11]=1[C:9]1[CH:8]=[CH:7][CH:6]=[C:5]2[C:10]=1[N:2]([CH3:1])[CH:3]=[CH:4]2 |f:2.3|. Procedure details: To a solution of 2-(1-methyl-1H-indol-7-yl)-acetamide (0.491 g, 2.61 mmol) and (7-methoxy-1H-indol-3-yl)-oxo-acetic acid methyl ester (0.611 g, 2.62 mmol) in DMF (40 mL) under N2 was added a 1.0 M solution of potassium-tert-butoxide in THF (10 mL, 10 mmol) dropwise over 5 minutes. The mixture was heated at 65–70° C. for 15 h. The mixture was cooled to room temperature, quenched with 1N HCl (excess) and poured into EtOAc. The organic layer was separated, washed with water (3×), saturated aq NaHCO... Starting materials: CC(C)(C)c1cc(CO)on1, ClCCl, O=S(Cl)Cl. Product: CC(C)(C)c1cc(CCl)on1. Reaction SMILES: [C:1]([CH3:2])([CH3:3])([CH3:4])[c:5]1[n:6][o:7][c:8]([CH2:10][OH:11])[cH:9]1.[Cl:16][CH2:17][Cl:18].[S:12]([Cl:13])([Cl:14])=[O:15]>>[C:1]([CH3:2])([CH3:3])([CH3:4])[c:5]1[n:6][o:7][c:8]([CH2:10][Cl:14])[cH:9]1. The reactants are FC1=CC=C(C=C1)O (4-fluorophenol), ClCCC(=O)Cl (3-chloropropionyl chloride). Product: FC1=C2CCC(C2=C(C=C1)O)=O (4-Fluoro-7-hydroxy-indan-1-one), C1(=CC=CC=C1)C (toluene). Yield: 86.1%. RXN SMILES: [F:1][C:2]1[CH:7]=[CH:6][C:5]([OH:8])=[CH:4][CH:3]=1.Cl[CH2:10][CH2:11][C:12](Cl)=[O:13]>>[F:1][C:2]1[CH:7]=[CH:6][C:5]([OH:8])=[C:4]2[C:3]=1[CH2:10][CH2:11][C:12]2=[O:13].[C:2]1([CH3:10])[CH:7]=[CH:6][CH:5]=[CH:4][CH:3]=1. Procedure: 4-Fluoro-7-hydroxy-indan-1-one is prepared in analogy to the non-fluorinated compound by the process of S. Wagatsuma et al. [Org. Prep. Proced. Int., 5(2), 1973, 65-70] in two steps: 1. esterification of 4-fluorophenol and 3-chloropropionyl chloride by refluxing both components in toluene (yield: 86.1%, b.p: 150° C./30 mm); 2. heating the ester in the presence of AlCl3 (yield: 53.9%, m.p.: 87° C.). Reactants: O1C(CCCC1)OC=1C=C(C(=O)O)C=C(C1)OC1OCCCC1 (3,5-bis[(tetrahydro-2H-pyran-2-yl)oxy]benzoic acid), C1(CCCCC1)N=C=NC1CCCCC1 (1,3-dicyclohexylcarbodiimide), ON1C(CCC1=O)=O (N-hydroxysuccinimide). Run in CCOCC (Ether). Conditions: time 40 hour. The product is O1C(CCCC1)OC=1C=C(C(=O)ON2C(CCC2=O)=O)C=C(C1)OC1OCCCC1 (1-[[3,5-bis[(tetrahydro-2H-pyran-2-yl)oxy]benzoyl]oxy]-2,5-pyrrolidinedione). Isolated yield 89.8%. As a reaction SMILES: [O:1]1[CH2:6][CH2:5][CH2:4][CH2:3][CH:2]1[O:7][C:8]1[CH:9]=[C:10]([CH:14]=[C:15]([O:17][CH:18]2[CH2:23][CH2:22][CH2:21][CH2:20][O:19]2)[CH:16]=1)[C:11]([OH:13])=[O:12].C1(N=C=NC2CCCCC2)CCCCC1.O[N:40]1[C:44](=[O:45])[CH2:43][CH2:42][C:41]1=[O:46]>CCOCC>[O:1]1[CH2:6][CH2:5][CH2:4][CH2:3][CH:2]1[O:7][C:8]1[CH:9]=[C:10]([CH:14]=[C:15]([O:17][CH:18]2[CH2:23][CH2:22][CH2:21][CH2:20][O:19]2)[CH:16]=1)[C:11]([O:13][N:40]1[C:44](=[O:45])[CH2:43][CH2:42][C:41]1=[O:46])=[O:12]. Procedure details: A mixture of 3,5-bis[(tetrahydro-2H-pyran-2-yl)oxy]benzoic acid (5.00 g, 15.5 mmol), 1,3-dicyclohexylcarbodiimide (3.72 g, 18.1 mmol) and N-hydroxysuccinimide (2.08 g, 18.0 mmol) in tetrahydroftiran (100 mL) was stirred at room temperature for 40 h. Ether (100 mL) was added and the mixture was stirred for 20 min. The white solid was filtered off and discarded. The solvent was evaporated from the filtrate, and the residue was coated onto silica gel and chromatographed (50-75% ethyl acetate/hexane...